Dataset: the Open Reaction Database (ORD), a public repository of structured organic reaction records. Task: describe an organic reaction: reactants, conditions, products, and yield Starting materials: [Br-], CC(C)(C)OC(=O)N1CCC(C=O)C1, C#C[Mg+], C1CCOC1. Yields the product C#CC(O)C1CCN(C(=O)OC(C)(C)C)C1. RXN SMILES: [Br-:1].[C:10]([CH3:11])([CH3:12])([CH3:13])[O:14][C:15](=[O:16])[N:17]1[CH2:18][CH:19]([CH:22]=[O:23])[CH2:20][CH2:21]1.[C:2](#[CH:3])[Mg+:4].[CH2:5]1[O:6][CH2:7][CH2:8][CH2:9]1>>[C:2](#[CH:3])[CH:22]([CH:19]1[CH2:18][N:17]([C:15]([O:14][C:10]([CH3:11])([CH3:12])[CH3:13])=[O:16])[CH2:21][CH2:20]1)[OH:23]. The reactants are step-ii, FC=1C=C(CN2N=C(C(=C2)C2=CNC3=NC=C(C=C32)C=3C=C(C=CC3)N3CCN(CC3)C(=O)OC(C)(C)C)C)C=CC1 (tert-butyl 4-(3-(3-(1-(3-fluorobenzyl)-3-methyl-1H-pyrazol-4-yl)-1H-pyrrolo[2,3-b]pyridin-5-yl)phenyl)piperazine-1-carboxylate), Cl (HCl). Run in CO (methanol). Product: FC=1C=C(CN2N=C(C(=C2)C2=CNC3=NC=C(C=C32)C3=CC(=CC=C3)N3CCNCC3)C)C=CC1 (3-(1-(3-fluorobenzyl)-3-methyl-1H-pyrazol-4-yl)-5-(3-(piperazin-1-yl)phenyl)-1H-pyrrolo[2,3-b]pyridine). Yield: 29.4%. Reaction SMILES: [F:1][C:2]1[CH:3]=[C:4]([CH:40]=[CH:41][CH:42]=1)[CH2:5][N:6]1[CH:10]=[C:9]([C:11]2[C:19]3[C:14](=[N:15][CH:16]=[C:17]([C:20]4[CH:21]=[C:22]([N:26]5[CH2:31][CH2:30][N:29](C(OC(C)(C)C)=O)[CH2:28][CH2:27]5)[CH:23]=[CH:24][CH:25]=4)[CH:18]=3)[NH:13][CH:12]=2)[C:8]([CH3:39])=[N:7]1.Cl>CO>[F:1][C:2]1[CH:3]=[C:4]([CH:40]=[CH:41][CH:42]=1)[CH2:5][N:6]1[CH:10]=[C:9]([C:11]2[C:19]3[C:14](=[N:15][CH:16]=[C:17]([C:20]4[CH:25]=[CH:24][CH:23]=[C:22]([N:26]5[CH2:31][CH2:30][NH:29][CH2:28][CH2:27]5)[CH:21]=4)[CH:18]=3)[NH:13][CH:12]=2)[C:8]([CH3:39])=[N:7]1. Reported procedure: Using similar reaction conditions as described in step-ii of example-7, tert-butyl 4-(3-(3-(1-(3-fluorobenzyl)-3-methyl-1H-pyrazol-4-yl)-1H-pyrrolo[2,3-b]pyridin-5-yl)phenyl)piperazine-1-carboxylate (83 mg, 0.146 mmol) was deprotected in methanol (5 ml), HCl in dioaxane (5 ml). This afforded 20 mg (27.1% yield) of the titled compound. 1H NMR (CD3OD, 400 MHz): δ 8.852-8.818 (m, 1H), 8.726-8.723 (d, 1H), 8.272 (s, 1H), 7.951 (s, 1H), 7.832-7.798 (d, 1H), 7.499-7.459 (t, 1H), 7.407-7.317 (m, 3H), 7... The reactants are ( 1 ), C1CCCCC1 (cyclohexane). The reagents and catalysts are [C].[Ru] (ruthenium-carbon). Product: C1=CC=CC=2C3=CC=CC=C3C3(C12)CCCCC3 (spiro[cyclohexane-1,9'-fluorene]). Reaction SMILES: [CH2:1]1[CH2:6][CH2:5][CH2:4][CH2:3][CH2:2]1>[C].[Ru]>[CH:1]1[C:6]2[C:1]3([CH2:6][CH2:5][CH2:4][CH2:3][CH2:2]3)[C:6]3[C:1](=[CH:2][CH:3]=[CH:4][CH:5]=3)[C:5]=2[CH:4]=[CH:3][CH:2]=1 |f:1.2|. Procedure: 110 g of spiro[cyclohexane-1,9'-fluorene] obtained in the above (1), 100 ml of cyclohexane solvent and 20 g of 5% ruthenium-carbon catalyst (manufactured by Japan Engelhard Co.) were charged in an autoclave of 1 liter and hydrogenation was effected with a hydrogen pressure of 80 kg/cm2G at 170° C. for 5 hours. The reactants are Cl[Si](C)(C)C (chlorotrimethylsilane), BrC(C(=O)OCC)(F)F (ethyl bromodifluoroacetate), C(CCCCCCC)OC1=CC=C(C=C1)C1CN(CCO1)CN1N=NC2=C1C=CC=C2 (1-[2-(4-octyloxy-phenyl)-morpholin-4-ylmethyl]-1H-benzotriazole). The reagents and catalysts are [Zn] (zinc). The solvent is C1CCOC1 (THF), C1CCOC1 (THF). The product is C(C)OC(C(CN1CC(OCC1)C1=CC=C(C=C1)OCCCCCCCC)(F)F)=O (2,2-difluoro-3-(2-(4-octyloxy-phenyl)-morpholin-4-yl)-propionic acid ethyl ester). As a reaction SMILES: Cl[Si](C)(C)C.Br[C:7]([F:14])([F:13])[C:8]([O:10][CH2:11][CH3:12])=[O:9].[CH2:15]([O:23][C:24]1[CH:29]=[CH:28][C:27]([CH:30]2[O:35][CH2:34][CH2:33][N:32]([CH2:36]N3C4C=CC=CC=4N=N3)[CH2:31]2)=[CH:26][CH:25]=1)[CH2:16][CH2:17][CH2:18][CH2:19][CH2:20][CH2:21][CH3:22]>C1COCC1.[Zn]>[CH2:11]([O:10][C:8](=[O:9])[C:7]([F:14])([F:13])[CH2:36][N:32]1[CH2:33][CH2:34][O:35][CH:30]([C:27]2[CH:28]=[CH:29][C:24]([O:23][CH2:15][CH2:16][CH2:17][CH2:18][CH2:19][CH2:20][CH2:21][CH3:22])=[CH:25][CH:26]=2)[CH2:31]1)[CH3:12]. Reported procedure: To a suspension of zinc dust (0.34 g; 5.2 mmol) in dry THF (10 mL) was added chlorotrimethylsilane (0.33 mL; 2.6 mmol) and ethyl bromodifluoroacetate (0.50 ml; 3.9 mmol), this mixture was heated under reflux for 10 min. and then cooled to RT. To the resulting mixture was added drop-wise a solution of 1-[2-(4-octyloxy-phenyl)-morpholin-4-ylmethyl]-1H-benzotriazole in THF (5 mL). After the addition is complete the resulting mixture is heated under efflux for 2 hours. After cooling to RT the reacti... Reactants: ClC1=C(C(=CC=C1)Cl)CS(=O)(=O)C=1C=C2/C(/C(NC2=CC1)=O)=C/C=1NC(=CC1C(=O)O)C (2-[5-(2,6-Dichloro-phenylmethanesulfonyl)-2-oxo-1,2-dihydro-indol-(3Z)-ylidenemethyl]-5-methyl-1H-pyrrole-3-carboxylic acid), C(C)N(CCN)CC (N,N-diethylethylenediamine). Yields the product C(C)N(CCNC(=O)C1=C(NC(=C1)C)\C=C\1/C(NC2=CC=C(C=C12)S(=O)(=O)CC1=C(C=CC=C1Cl)Cl)=O)CC (2-[5-(2,6-Dichloro-phenylmethanesulfonyl)-2-oxo-1,2-dihydro-indol-(3Z)-ylidenemethyl]-5-methyl-1H-pyrrole-3-carboxylic acid (2-Diethylamino-ethyl)-amide). Reaction SMILES: [Cl:1][C:2]1[CH:7]=[CH:6][CH:5]=[C:4]([Cl:8])[C:3]=1[CH2:9][S:10]([C:13]1[CH:14]=[C:15]2[C:19](=[CH:20][CH:21]=1)[NH:18][C:17](=[O:22])/[C:16]/2=[CH:23]\[C:24]1[NH:25][C:26]([CH3:32])=[CH:27][C:28]=1[C:29]([OH:31])=O)(=[O:12])=[O:11].[CH2:33]([N:35]([CH2:39][CH3:40])[CH2:36][CH2:37][NH2:38])[CH3:34]>>[CH2:33]([N:35]([CH2:39][CH3:40])[CH2:36][CH2:37][NH:38][C:29]([C:28]1[CH:27]=[C:26]([CH3:32])[NH:25][C:24]=1/[CH:23]=[C:16]1\[C:17](=[O:22])[NH:18][C:19]2[C:15]\1=[CH:14][C:13]([S:10]([CH2:9][C:3]1[C:2]([Cl:1])=[CH:7][CH:6]=[CH:5][C:4]=1[Cl:8])(=[O:12])=[O:11])=[CH:21][CH:20]=2)=[O:31])[CH3:34]. Reported procedure: 2-[5-(2,6-Dichloro-phenylmethanesulfonyl)-2-oxo-1,2-dihydro-indol-(3Z)-ylidenemethyl]-5-methyl-1H-pyrrole-3-carboxylic acid was coupled with N,N-diethylethylenediamine to give the titled compound.